From a dataset of the Open Reaction Database (ORD), a public repository of structured organic reaction records. describe an organic reaction: reactants, conditions, products, and yield The reactants are OCCn1ccc(-c2ccncc2)n1, O=S(Cl)Cl. The product is ClCCn1ccc(-c2ccncc2)n1. RXN SMILES: [OH:1][CH2:2][CH2:3][n:4]1[n:5][c:6](-[c:9]2[cH:10][cH:11][n:12][cH:13][cH:14]2)[cH:7][cH:8]1.[S:15]([Cl:16])([Cl:17])=[O:18]>>[CH2:2]([CH2:3][n:4]1[n:5][c:6](-[c:9]2[cH:10][cH:11][n:12][cH:13][cH:14]2)[cH:7][cH:8]1)[Cl:17]. Starting materials: CNOC, O=C(Cl)c1cc(Cl)cc(Cl)c1, ClCCl, Cl, c1ccncc1. Product: CON(C)C(=O)c1cc(Cl)cc(Cl)c1. RXN SMILES: [CH3:13][NH:14][O:15][CH3:16].[Cl:1][c:2]1[cH:3][c:4]([C:5](=[O:6])[Cl:7])[cH:8][c:9]([Cl:11])[cH:10]1.[Cl:23][CH2:24][Cl:25].[ClH:12].[cH:17]1[cH:18][cH:19][n:20][cH:21][cH:22]1>>[Cl:1][c:2]1[cH:3][c:4]([C:5](=[O:6])[N:14]([CH3:13])[O:15][CH3:16])[cH:8][c:9]([Cl:11])[cH:10]1. The product is O=[N+]([O-])c1cc(CBr)ccc1-c1nc2ccc(C3(c4ccccc4)CC3)nc2s1. Reactants: BrC(Br)(Br)Br, ClCCl, O=[N+]([O-])c1cc(CO)ccc1-c1nc2ccc(C3(c4ccccc4)CC3)nc2s1, c1ccc(P(c2ccccc2)c2ccccc2)cc1. Reaction SMILES: [C:49]([Br:50])([Br:51])([Br:52])[Br:53].[Cl:54][CH2:55][Cl:56].[N+:1](=[O:2])([O-:3])[c:4]1[cH:5][c:6]([CH2:28][OH:29])[cH:7][cH:8][c:9]1-[c:10]1[s:11][c:12]2[n:13][c:14]([C:19]3([c:22]4[cH:23][cH:24][cH:25][cH:26][cH:27]4)[CH2:20][CH2:21]3)[cH:15][cH:16][c:17]2[n:18]1.[c:30]1([P:31]([c:32]2[cH:33][cH:34][cH:35][cH:36][cH:37]2)[c:38]2[cH:39][cH:40][cH:41][cH:42][cH:43]2)[cH:44][cH:45][cH:46][cH:47][cH:48]1>>[N+:1](=[O:2])([O-:3])[c:4]1[cH:5][c:6]([CH2:28][Br:50])[cH:7][cH:8][c:9]1-[c:10]1[s:11][c:12]2[n:13][c:14]([C:19]3([c:22]4[cH:23][cH:24][cH:25][cH:26][cH:27]4)[CH2:20][CH2:21]3)[cH:15][cH:16][c:17]2[n:18]1.